From a dataset of the Open Reaction Database (ORD), a public repository of structured organic reaction records. describe an organic reaction: reactants, conditions, products, and yield Yields the product FC(C(=O)N1CCC2=C(CC1)C=C(C=C2)O)(F)F (2,2,2-Trifluoro-1-(7-hydroxy-1,2,4,5-tetrahydro-benzo[d]azepin-3-yl)-ethanone). Procedure: Into a 250 ml flask, the product of step (c) (2 g, 7.75 mmol) dissolved in water (8.5 ml) and concentrated H2SO4 (1.5 ml) was added. The stirred mixture was heated to 70° C., followed by the addition of a solution NaNO2 (615 mg, 8.91 mmol) in water (20 ml). The reaction mixture was stirred at 70° C. for 1 hour. The mixture was then allowed to cool to room temperature and diluted with water (50 ml). The aqueous mixture was extracted with EtOAc (3×). The combined EtOAc extracts were washed with br... Reaction conditions: temperature 70 celsius, time 1 hour. Reaction SMILES: N[C:2]1[CH:18]=[CH:17][C:5]2[CH2:6][CH2:7][N:8]([C:11](=[O:16])[C:12]([F:15])([F:14])[F:13])[CH2:9][CH2:10][C:4]=2[CH:3]=1.[OH:19]S(O)(=O)=O.N([O-])=O.[Na+]>O>[F:13][C:12]([F:15])([F:14])[C:11]([N:8]1[CH2:9][CH2:10][C:4]2[CH:3]=[C:2]([OH:19])[CH:18]=[CH:17][C:5]=2[CH2:6][CH2:7]1)=[O:16] |f:2.3|. Starting materials: N(=O)[O-].[Na+] (NaNO2), OS(=O)(=O)O (H2SO4), NC1=CC2=C(CCN(CC2)C(C(F)(F)F)=O)C=C1 (1-(7-Amino-1,2,4,5-tetrahydro-benzo[d]azepin-3-yl)-2,2,2-trifluoro-ethanone). The solvent is O (water), O (water), O (water). The reactants are C(C)(=O)OCC1=C(C=C(C=C1N1CCC=2C=3CCCCC3SC2C1=O)F)C1=CN(C(C(=C1)N(C(=O)OC(C)(C)C)C1=NNC(=C1)C1CNC1)=O)C ([2-(5-{[5-(Azetidin-3-yl)-1H-pyrazol-3-yl]tert-butoxycarbonylamino}-1-methyl-6-oxopyridin-3-yl)-4-fluoro-6-{6-oxo-8-thia-5-azatricyclo[7.4.0.02,7]trideca-1(9),2(7)-dien-5-yl}phenyl]methyl Acetate), Cl.O1CCOCC1 (HCl dioxane). The solvent is O1CCOCC1 (dioxane). Conditions: time 1 hour. Product: C(C)(=O)OCC1=C(C=C(C=C1N1CCC=2C=3CCCCC3SC2C1=O)F)C1=CN(C(C(=C1)NC1=NNC(=C1)C1CNC1)=O)C ([2-(5-{[5-(Azetidin-3-yl)-1H-pyrazol-3-yl]amino}-1-methyl-6-oxopyridin-3-yl)-4-fluoro-6-{6-oxo-8-thia-5-azatricyclo[7.4.0.02,7]trideca-1(9),2(7)-dien-5-yl}phenyl]methyl Acetate). The yield is 20.0%. As a reaction SMILES: [C:1]([O:4][CH2:5][C:6]1[C:11]([N:12]2[C:24](=[O:25])[C:23]3[S:22][C:21]4[CH2:20][CH2:19][CH2:18][CH2:17][C:16]=4[C:15]=3[CH2:14][CH2:13]2)=[CH:10][C:9]([F:26])=[CH:8][C:7]=1[C:27]1[CH:32]=[C:31]([N:33]([C:41]2[CH:45]=[C:44]([CH:46]3[CH2:49][NH:48][CH2:47]3)[NH:43][N:42]=2)C(OC(C)(C)C)=O)[C:30](=[O:50])[N:29]([CH3:51])[CH:28]=1)(=[O:3])[CH3:2].Cl.O1CCOCC1>O1CCOCC1>[C:1]([O:4][CH2:5][C:6]1[C:11]([N:12]2[C:24](=[O:25])[C:23]3[S:22][C:21]4[CH2:20][CH2:19][CH2:18][CH2:17][C:16]=4[C:15]=3[CH2:14][CH2:13]2)=[CH:10][C:9]([F:26])=[CH:8][C:7]=1[C:27]1[CH:32]=[C:31]([NH:33][C:41]2[CH:45]=[C:44]([CH:46]3[CH2:47][NH:48][CH2:49]3)[NH:43][N:42]=2)[C:30](=[O:50])[N:29]([CH3:51])[CH:28]=1)(=[O:3])[CH3:2] |f:1.2|. Procedure details: To a solution of 164e (300 mg, 0.42 mmol) in dioxane (2 mL) at room temperature was added HCl/dioxane (4M, 6 mL) dropwise. The reaction mixture was stirred for 1 h. After the reaction was finished, it was concentrated to afford 164f (crude product) as a black solid, which was used in the next step without purification. LCMS: (M+H)+ 617 Starting materials: N[C@@H](CC1=CC=C(C=C1)O)C(=O)OCC (Tyr-OEt), N[C@@H](CCCNC(N)=N)C(=O)OCC (Arg-OEt). Run at time 2 hour. Product: N[C@@H](CC1=CC=C(C=C1)O)C(=O)N[C@@H](CCCNC(N)=N)C(=O)OCC (Tyr-Arg-OEt). The yield is 75.0%. RXN SMILES: [NH2:1][C@H:2]([C:11]([O:13]CC)=O)[CH2:3][C:4]1[CH:9]=[CH:8][C:7]([OH:10])=[CH:6][CH:5]=1.[NH2:16][C@H:17]([C:25]([O:27][CH2:28][CH3:29])=[O:26])[CH2:18][CH2:19][CH2:20][NH:21][C:22](=[NH:24])[NH2:23]>>[NH2:1][C@H:2]([C:11]([NH:16][C@H:17]([C:25]([O:27][CH2:28][CH3:29])=[O:26])[CH2:18][CH2:19][CH2:20][NH:21][C:22](=[NH:23])[NH2:24])=[O:13])[CH2:3][C:4]1[CH:5]=[CH:6][C:7]([OH:10])=[CH:8][CH:9]=1. Procedure details: In a batch procedure (300 l), Mal-Tyr-OEt (0.25M) and Arg-OEt (0.25M) are reacted with α-chymotrypsin (0.025 mg/ml) at pH 9.5 and 25° C. After 2 hours, filtration of the precipitate and washing with water result in 26.0 kg of Mal-Tyr-Arg-OEt (75% of theoretical yield) with an HPLC purity greater than 97%.